Dataset: the Open Reaction Database (ORD), a public repository of structured organic reaction records. Task: describe an organic reaction: reactants, conditions, products, and yield Starting materials: C1CCNC1, CS(C)=O, CCOC(=O)Cc1ccc(Cl)nc1, C1CCC2=NCCCN2CC1, O. Yields the product CCOC(=O)Cc1ccc(N2CCCC2)nc1. As a reaction SMILES: [CH2:14]1[CH2:15][CH2:16][NH:17][CH2:18]1.[CH3:30][S:31](=[O:32])[CH3:33].[Cl:1][c:2]1[cH:3][cH:4][c:5]([CH2:8][C:9](=[O:10])[O:11][CH2:12][CH3:13])[cH:6][n:7]1.[N:19]12[CH2:20][CH2:21][CH2:22][N:23]=[C:24]1[CH2:25][CH2:26][CH2:27][CH2:28][CH2:29]2.[OH2:34]>>[c:2]1([N:17]2[CH2:16][CH2:15][CH2:14][CH2:18]2)[cH:3][cH:4][c:5]([CH2:8][C:9](=[O:10])[O:11][CH2:12][CH3:13])[cH:6][n:7]1.